Task: describe an organic reaction: reactants, conditions, products, and yield. Dataset: the Open Reaction Database (ORD), a public repository of structured organic reaction records Starting materials: ClC1=NC=C(C(=N1)OC)C#C[C@H]1C[C@H](CCC1)N ((1S,3R)-3-((2-chloro-4-methoxypyrimidin-5-yl)ethynyl)cyclohexaneamine), Cl (hydrochloride), C(=O)(OC(C)(C)C)N([C@@H](C)C(=O)O)C (N-Boc-N-methyl-L-alanine), C(O)([O-])=O.[Na+] (sodium hydrogencarbonate). Run in CN(C=O)C (N,N-dimethylformamide), CN(C=O)C (N,N-dimethylformamide), CN1CCOCC1 (N-methylmorpholine), ClC(=O)OCC(C)C (isobutyl chloroformate), C(C)(=O)OCC (ethyl acetate). Conditions: time 2 minute. Yields the product ClC1=NC=C(C(=N1)OC)C#C[C@H]1C[C@H](CCC1)NC([C@H](C)N(C(OC(C)(C)C)=O)C)=O (tert-butyl ((S)-1-(((1S,3R)-3-((2-chloro-4-methoxypyrimidin-5-yl)ethynyl)cyclohexyl)amino)-1-oxopropan-2-yl)(methyl)carbamate). Reaction SMILES: [C:1]([N:8]([CH3:14])[C@H:9]([C:11]([OH:13])=O)[CH3:10])([O:3][C:4]([CH3:7])([CH3:6])[CH3:5])=[O:2].[Cl:15][C:16]1[N:21]=[C:20]([O:22][CH3:23])[C:19]([C:24]#[C:25][C@@H:26]2[CH2:31][CH2:30][CH2:29][C@H:28]([NH2:32])[CH2:27]2)=[CH:18][N:17]=1.Cl.C(=O)([O-])O.[Na+]>CN(C)C=O.CN1CCOCC1.ClC(OCC(C)C)=O.C(OCC)(=O)C>[Cl:15][C:16]1[N:21]=[C:20]([O:22][CH3:23])[C:19]([C:24]#[C:25][C@@H:26]2[CH2:31][CH2:30][CH2:29][C@H:28]([NH:32][C:11](=[O:13])[C@@H:9]([N:8]([CH3:14])[C:1](=[O:2])[O:3][C:4]([CH3:5])([CH3:6])[CH3:7])[CH3:10])[CH2:27]2)=[CH:18][N:17]=1 |f:3.4|. Procedure: To a solution of N-Boc-N-methyl-L-alanine (195 mg) in N,N-dimethylformamide (2.5 mL), N-methylmorpholine (246 μL) and isobutyl chloroformate (105 μL) were added under ice cooling, and the mixture was stirred at the same temperature for 2 minutes. To the reaction mixture, a solution of (1S,3R)-3-((2-chloro-4-methoxypyrimidin-5-yl)ethynyl)cyclohexaneamine (Q3) hydrochloride in N,N-dimethylformamide (2 mL) was added under ice cooling, and the mixture was stirred at the same temperature for 1 hour a... Starting materials: ClCC#CCNC(C(C1=CC=CC=C1)(C1=CC=CC=C1)O)=O (N-(4-chloro-2-butynyl)-2-hydroxy-2,2-diphenylacetamide), C(C)N (ethylamine). The solvent is CO (methanol). Product: C(C)NCC#CCNC(C(C1=CC=CC=C1)(C1=CC=CC=C1)O)=O (N-(4-ethylamino-2-butynyl)-2-hydroxy-2,2-diphenylacetamide). Isolated yield 77.9%. RXN SMILES: Cl[CH2:2][C:3]#[C:4][CH2:5][NH:6][C:7](=[O:22])[C:8]([OH:21])([C:15]1[CH:20]=[CH:19][CH:18]=[CH:17][CH:16]=1)[C:9]1[CH:14]=[CH:13][CH:12]=[CH:11][CH:10]=1.[CH2:23]([NH2:25])[CH3:24]>CO>[CH2:23]([NH:25][CH2:2][C:3]#[C:4][CH2:5][NH:6][C:7](=[O:22])[C:8]([OH:21])([C:15]1[CH:20]=[CH:19][CH:18]=[CH:17][CH:16]=1)[C:9]1[CH:14]=[CH:13][CH:12]=[CH:11][CH:10]=1)[CH3:24]. Procedure: A solution of N-(4-chloro-2-butynyl)-2-hydroxy-2,2-diphenylacetamide (1.0 g) and 70% aqueous ethylamine (4.32 g) in methanol (3 ml) was stirred at room temperature for 30 minutes and then evaporated in vacuo. The residue was dissolved in chloroform (30 ml) and the solution was washed with sodium chloride aqueous solution, dried over magnesium sulfate, and evaporated in vacuo. The residue was purified by column chromatography on silica gel with a mixture of chloroform and methanol (5:1) as an elu... Yields the product CO[C@H]1[C@@H](O[C@@H]([C@H]1O)CO)N1C(=O)NC(=O)C(=C1)F (2'-O-methyl-5-fluorouridine). The yield is 97.7%. RXN SMILES: C([O:9][C@@H:10]1[C@@H:14]([CH2:15][O:16]C(=O)C2C=CC=CC=2)[O:13][C@@H:12]([N:25]2[CH:32]=[C:31]([F:33])[C:29](=[O:30])[NH:28][C:26]2=[O:27])[C@@H:11]1[O:34][CH3:35])(=O)C1C=CC=CC=1.N>CO>[CH3:35][O:34][C@@H:11]1[C@H:10]([OH:9])[C@@H:14]([CH2:15][OH:16])[O:13][C@H:12]1[N:25]1[CH:32]=[C:31]([F:33])[C:29](=[O:30])[NH:28][C:26]1=[O:27]. Procedure details: 3',5'-Di-O-benzoyl-2'-O-methyl-5-fluorouridine (9.6 g, 20 mmoles) was dissolved in methanol (350 ml) which had been previously saturated with ammonia at -20° C. The solution was sealed in a stainless steel bomb at room temperature for 17 hours and then concentrated to an oil under reduced pressure. The oil was chromatographed on silica gel (200 g) using ethyl acetate to give 5.4 g (98%) of 2'-O-methyl-5-fluorouridine as a white solid. A portion (0.5 g) was crystallized from ethyl acetate/toluene... The solvent is CO (methanol). Reactants: N (ammonia), C(C1=CC=CC=C1)(=O)O[C@H]1[C@H]([C@@H](O[C@@H]1COC(C1=CC=CC=C1)=O)N1C(=O)NC(=O)C(=C1)F)OC (3',5'-Di-O-benzoyl-2'-O-methyl-5-fluorouridine), stainless steel. Starting materials: Cl.C1(=CC=CC=C1)C1CCNCC1 (4-phenyl-piperidine hydrochloride), FC1=CC=C(C=C1)S(=O)(=O)N[C@H](C(=O)O)CC(C)C ((S)-2-(4-fluoro-benzenesulfonylamino)-4-methyl-pentanoic acid). The product is CC(C[C@@H](C(=O)O)NS(=O)(=O)C1=CC=C(C=C1)N1CCC(CC1)C1=CC=CC=C1)C ((S)-4-Methyl-2-[4-(4-phenyl-piperidin-1-yl)-benzenesulfonylamino]-pentanoic acid). Reaction SMILES: Cl.[C:2]1([CH:8]2[CH2:13][CH2:12][NH:11][CH2:10][CH2:9]2)[CH:7]=[CH:6][CH:5]=[CH:4][CH:3]=1.F[C:15]1[CH:20]=[CH:19][C:18]([S:21]([NH:24][C@@H:25]([CH2:29][CH:30]([CH3:32])[CH3:31])[C:26]([OH:28])=[O:27])(=[O:23])=[O:22])=[CH:17][CH:16]=1>>[CH3:31][CH:30]([CH3:32])[CH2:29][C@H:25]([NH:24][S:21]([C:18]1[CH:17]=[CH:16][C:15]([N:11]2[CH2:10][CH2:9][CH:8]([C:2]3[CH:7]=[CH:6][CH:5]=[CH:4][CH:3]=3)[CH2:13][CH2:12]2)=[CH:20][CH:19]=1)(=[O:23])=[O:22])[C:26]([OH:28])=[O:27] |f:0.1|. Procedure details: In a manner similar to Example 3(b), 4-phenyl-piperidine hydrochloride was condensed with (S)-2-(4-fluoro-benzenesulfonylamino)-4-methyl-pentanoic acid to give the title compound, %C,H,N found: 63.96, 6.96, 6.44. Starting materials: C(C)(C)(C)OC(=O)N1C2CN(C(C1)C2)CC2=CC(=CC=C2)C2=NC(=NC=C2)Cl (5-[3-(2-Chloro-pyrimidin-4-yl)-benzyl]-2,5-diaza-bicyclo[2.2.1]heptane-2-carboxylic acid tert-butyl ester), NCCC1=CC(=C(C=C1)O)Cl (4-(2-amino-ethyl)-2-chloro-phenol), 436. The product is ClC1=C(C=CC(=C1)CCNC1=NC=CC(=N1)C1=CC(=CC=C1)CN1C2CNC(C1)C2)O (2-Chloro-4-(2-{4-[3-(2,5-diaza-bicyclo[2.2.1]hept-2-ylmethyl)-phenyl]-pyrimidin-2-ylamino}-ethyl)-phenol). RXN SMILES: C(OC([N:8]1[CH2:13][CH:12]2[CH2:14][CH:9]1[CH2:10][N:11]2[CH2:15][C:16]1[CH:21]=[CH:20][CH:19]=[C:18]([C:22]2[CH:27]=[CH:26][N:25]=[C:24](Cl)[N:23]=2)[CH:17]=1)=O)(C)(C)C.[NH2:29][CH2:30][CH2:31][C:32]1[CH:37]=[CH:36][C:35]([OH:38])=[C:34]([Cl:39])[CH:33]=1>>[Cl:39][C:34]1[CH:33]=[C:32]([CH2:31][CH2:30][NH:29][C:24]2[N:23]=[C:22]([C:18]3[CH:19]=[CH:20][CH:21]=[C:16]([CH2:15][N:11]4[CH2:10][CH:9]5[CH2:14][CH:12]4[CH2:13][NH:8]5)[CH:17]=3)[CH:27]=[CH:26][N:25]=2)[CH:37]=[CH:36][C:35]=1[OH:38]. Procedure details: Intermediate 143 was coupled with 4-(2-amino-ethyl)-2-chloro-phenol following procedure F. The resulting product was deprotected following procedure G2. LC-MS showed the product had the expected M+H+ of 436. 1H NMR (Varian 300 MHz, CD3OD, shifts relative to the solvent peak at 3.3 ppm) δ 8.38 (s, 1H) 8.26 (d, 2H) 7.87 (d, 1H) 7.72 (m, 1H) 7.48 (d, 1H) 7.20 (s, 1H) 7.00 (d, 1H) 6.79 (d, 1H) 4.62 (s, 2H) 3.92 (d, 2H) 3.74 (d, 2H) 3.61 (t, 2H) 3.24 (t, 2H) 2.88 (t, 2H) 2.76 (d, 1H) 2.37 (d, 1H).